Dataset: the Open Reaction Database (ORD), a public repository of structured organic reaction records. Task: describe an organic reaction: reactants, conditions, products, and yield The reactants are COC=1C=CC2=C(C(=NCC(N2)=O)C2=CC=CC=C2)C1 (7-methoxy-5-phenyl-1,3-dihydro-2H-1,4-benzodiazepin-2-one), C1(OCCO1)=O (ethylene carbonate), IC (iodomethane). Product: COC1=CC2=C(C(=NCC(N2C)=O)C2=CC=CC=C2)C=C1 (8-methoxy-1-methyl-5-phenyl-1,3-dihydro-2H-1,4-benzodiazepin-2-one). Isolated yield 76.0%. RXN SMILES: CO[C:3]1[CH:4]=[CH:5][C:6]2[NH:12][C:11](=[O:13])[CH2:10][N:9]=[C:8]([C:14]3[CH:19]=[CH:18][CH:17]=[CH:16][CH:15]=3)[C:7]=2[CH:20]=1.[C:21]1(=O)OCC[O:22]1.I[CH3:28]>>[CH3:21][O:22][C:4]1[CH:3]=[CH:20][C:7]2[C:8]([C:14]3[CH:15]=[CH:16][CH:17]=[CH:18][CH:19]=3)=[N:9][CH2:10][C:11](=[O:13])[N:12]([CH3:28])[C:6]=2[CH:5]=1. Procedure details: By replacing 7,8-dimethoxy-5-phenyl-1,3-dihydro-1,4-benzodiazepin-2-one (XXIIaa) in the example by 7-methoxy-5-phenyl-1,3-dihydro-2H-1,4-benzodiazepin-2-one (XXIIan), and ethylene carbonate by iodomethane, and proceeding in the same manner, the abovenamed product is obtained. Yield: 76%. M: 114–116° C. 1H-NMR (CDCl3, 300 MHz): d 3.41 (s, 3H, NCH3), 3.90 (s, 3H, OCH3), 4.29 (AB system, ? d=0.99, JAB=10.6, 2H, —CH2), 6.71–6.75 (m, 1H Ar), 6.81–6.82 (m, 1H Ar), 7.22–7.25 (m, 1H Ar), 7.36–7.42 (m, 3... Starting materials: C1=CC(=CC=C1C(=O)CBr)Cl (α-bromo-4-chloroacetophenone), [Se](=O)=O (Selenium dioxide), CCOCC (Et2O). Run in CO (MeOH). Product: ClC1=CC=C(C=C1)C(C(=O)OC)=O (methyl p-chlorophenyl-α-oxoacetate). Isolated yield 35.0%. As a reaction SMILES: [Se](=O)=[O:2].[CH:4]1[C:9]([C:10]([CH2:12]Br)=[O:11])=[CH:8][CH:7]=[C:6]([Cl:14])[CH:5]=1.CC[O:17][CH2:18]C>CO>[Cl:14][C:6]1[CH:7]=[CH:8][C:9]([C:10](=[O:11])[C:12]([O:17][CH3:18])=[O:2])=[CH:4][CH:5]=1. Procedure details: Selenium dioxide (35.5 g; 320 mmol) was dissolved in 250 mL of MeOH (warm to reflux with stirring), and 19.6 g (315 mmol) of α-bromo-4-chloroacetophenone was added. The reaction mixture was warmed to reflux for 24 hours, cooled, filtered and concentrated leaving an orange oil. The oil was diluted with 1500 mL of Et2O and washed three times with 200 mL of H2O and once with 200 mL of brine, dried (Na2SO4) and concentrated. The crude oil was crystallized from Et2O and hexanes at -20° C. The white n... Starting materials: N#Cc1ccc2c(c1)C1CCCNC1CC2, O=C(O)c1ccc2[nH]cnc2c1. Product: N#Cc1ccc2c(c1)C1CCCN(C(=O)c3ccc4[nH]cnc4c3)C1CC2. RXN SMILES: [CH2:13]1[CH2:14][CH2:15][NH:16][CH:17]2[CH2:18][CH2:19][c:20]3[c:21]([cH:23][c:24]([C:27]#[N:28])[cH:25][cH:26]3)[CH:22]12.[nH:1]1[cH:2][n:3][c:4]2[c:5]1[cH:6][cH:7][c:8]([C:10](=[O:11])[OH:12])[cH:9]2>>[nH:1]1[cH:2][n:3][c:4]2[c:5]1[cH:6][cH:7][c:8]([C:10](=[O:12])[N:16]1[CH2:15][CH2:14][CH2:13][CH:22]3[CH:17]1[CH2:18][CH2:19][c:20]1[c:21]3[cH:23][c:24]([C:27]#[N:28])[cH:25][cH:26]1)[cH:9]2.